From a dataset of the Open Reaction Database (ORD), a public repository of structured organic reaction records. describe an organic reaction: reactants, conditions, products, and yield Starting materials: C(=O)([O-])[O-].[K+].[K+] (K2CO3), BrC=1C=C(C=O)C=CC1F (3-bromo-4-fluorobenzaldehyde), ClC1=CC=C(CCNC(C2=CC=C(C=C2)O)=O)C=C1 (N-(4-chlorophenethyl)-4-hydroxybenzamide). The solvent is C(C)(=O)OCC (ethyl acetate), C(C)(=O)OCC (ethyl acetate), CS(=O)C (DMSO). Reaction conditions: temperature 85 celsius, time 8 hour. Yields the product ClC1=CC=C(CCNC(C2=CC=C(C=C2)OC2=C(C=C(C=C2)C=O)Br)=O)C=C1 (N-(4-chlorophenethyl)-4-(2-bromo-4-formylphenoxy)benzamide). Isolated yield 71.2%. As a reaction SMILES: [Cl:1][C:2]1[CH:19]=[CH:18][C:5]([CH2:6][CH2:7][NH:8][C:9](=[O:17])[C:10]2[CH:15]=[CH:14][C:13]([OH:16])=[CH:12][CH:11]=2)=[CH:4][CH:3]=1.C([O-])([O-])=O.[K+].[K+].[Br:26][C:27]1[CH:28]=[C:29]([CH:32]=[CH:33][C:34]=1F)[CH:30]=[O:31]>CS(C)=O.C(OCC)(=O)C>[Cl:1][C:2]1[CH:3]=[CH:4][C:5]([CH2:6][CH2:7][NH:8][C:9](=[O:17])[C:10]2[CH:15]=[CH:14][C:13]([O:16][C:34]3[CH:33]=[CH:32][C:29]([CH:30]=[O:31])=[CH:28][C:27]=3[Br:26])=[CH:12][CH:11]=2)=[CH:18][CH:19]=1 |f:1.2.3|. Procedure details: N-(4-chlorophenethyl)-4-hydroxybenzamide (1.5 g, 5.4 mmol) was diluted with DMSO (15 mL) followed by the addition of K2CO3 (0.89 g, 6.4 mmol) and 3-bromo-4-fluorobenzaldehyde (1.0 g, 4.9 mmol). The reaction was stirred at 85° C. overnight and then cooled to ambient temperature. The reaction mixture was diluted with ethyl acetate and washed with twice with 10% sodium carbonate, water and brine, and then concentrated. The crude material was purified by silica gel chromatography eluting with hexane... The reactants are C(C)(=O)O[BH-](OC(C)=O)OC(C)=O.[Na+] (sodium triacetoxyborohydride), N[C@@H](C(=O)N1CCCC1)CC ((R)-2-amino-1-(pyrrolidin-1-yl)butan-1-one), C(=O)C1=C2C(=NC=C1)N(C=C2C(=O)OC)C(=O)OC(C)(C)C (1-tert-butyl 3-methyl 4-formyl-1H-pyrrolo[2,3-b]pyridine-1,3-dicarboxylate). Reagents/catalysts: C(C)(=O)O (acetic acid). Solvent: ClCCCl (DCE), ClCCCl (DCE). Reaction conditions: time 30 minute. Yields the product O=C([C@@H](CC)NCC1=C2C(=NC=C1)N(C=C2C(=O)OC)C(=O)OC(C)(C)C)N2CCCC2 ((R)-1-tert-butyl 3-methyl 4-((1-oxo-1-(pyrrolidin-1-yl)butan-2-ylamino)methyl)-1H-pyrrolo[2,3-b]pyridine-1,3-dicarboxylate). The yield is 89.0%. Reaction SMILES: C(O[BH-](OC(=O)C)OC(=O)C)(=O)C.[Na+].[NH2:15][C@H:16]([CH2:24][CH3:25])[C:17]([N:19]1[CH2:23][CH2:22][CH2:21][CH2:20]1)=[O:18].[CH:26]([C:28]1[CH:33]=[CH:32][N:31]=[C:30]2[N:34]([C:41]([O:43][C:44]([CH3:47])([CH3:46])[CH3:45])=[O:42])[CH:35]=[C:36]([C:37]([O:39][CH3:40])=[O:38])[C:29]=12)=O>ClCCCl.C(O)(=O)C>[O:18]=[C:17]([N:19]1[CH2:23][CH2:22][CH2:21][CH2:20]1)[C@H:16]([NH:15][CH2:26][C:28]1[CH:33]=[CH:32][N:31]=[C:30]2[N:34]([C:41]([O:43][C:44]([CH3:47])([CH3:46])[CH3:45])=[O:42])[CH:35]=[C:36]([C:37]([O:39][CH3:40])=[O:38])[C:29]=12)[CH2:24][CH3:25] |f:0.1|. Reported procedure: A mixture of sodium triacetoxyborohydride (237 mg, 1.116 mmol) and (R)-2-amino-1-(pyrrolidin-1-yl)butan-1-one (131 mg, 0.837 mmol) in DCE (2 mL) was stirred at room temperature for 30 min. The reaction mixture was cooled to 0° C. A solution of 1-tert-butyl 3-methyl 4-formyl-1H-pyrrolo[2,3-b]pyridine-1,3-dicarboxylate (200 mg, 0.657 mmol) in DCE (2 mL) was added, followed by acetic acid (1 drop). The reaction was stirred at 0° C. for 30 min and then at room temperature for 3 h. Purification by si... Starting materials: C1=CC=CC=2C3=CC=CC=C3CC12 (fluorene), CC(C)([O-])C.[K+] (potassium tert-butoxide), C(C=C)Cl (allyl chloride), O (water), CC(C)([O-])C.[K+] (potassium tert-butoxide), resultant mixture, C(C=C)Cl (allyl chloride). The solvent is CCCCCC (hexane). Run at temperature 50 celsius, time 2 hour. Product: C(C=C)C1(C2=CC=CC=C2C=2C=CC=CC12)CC=C (9,9-diallylfluorene). RXN SMILES: [CH:1]1[C:13]2[CH2:12][C:11]3[C:6](=[CH:7][CH:8]=[CH:9][CH:10]=3)[C:5]=2[CH:4]=[CH:3][CH:2]=1.C[C:15]([CH3:18])([O-])[CH3:16].[K+].[CH2:20](Cl)[CH:21]=[CH2:22].O>CCCCCC>[CH2:16]([C:12]1([CH2:22][CH:21]=[CH2:20])[C:11]2[CH:10]=[CH:9][CH:8]=[CH:7][C:6]=2[C:5]2[C:13]1=[CH:1][CH:2]=[CH:3][CH:4]=2)[CH:15]=[CH2:18] |f:1.2|. Procedure: There were put 10 g of fluorene manufactured by Wako Pure Chemical Industries, Ltd. and 10.1 g of potassium tert-butoxide manufactured by Aldrich Chemical Company in a 200 mL-round bottom flask, and 120 mL of dry N,N-dimethylformaide manufactured by Wako Pure Chemical Industries, Ltd. were added thereto. While stirring the resultant mixture in a nitrogen atmosphere at 50° C., 5.86 mL of allyl chloride manufactured by Kanto Chemical Co., Inc. were added dropwise thereto over 2 hours. The mixture ...